From a dataset of the Open Reaction Database (ORD), a public repository of structured organic reaction records. describe an organic reaction: reactants, conditions, products, and yield Starting materials: CC(=O)O, CC(=O)OC(C)=O, CC(C)OC(C)C, CC(=O)NC1Cc2ccccc2NC1=O, O=[N+]([O-])O, O=S(=O)(O)O. Yields the product CC(=O)NC1Cc2cccc([N+](=O)[O-])c2NC1=O. RXN SMILES: [CH3:39][C:40](=[O:41])[OH:42].[CH3:5][C:6]([O:7][C:8](=[O:9])[CH3:10])=[O:11].[CH:32]([O:33][CH:34]([CH3:35])[CH3:36])([CH3:37])[CH3:38].[O:17]=[C:18]1[NH:19][c:20]2[cH:21][cH:22][cH:23][cH:24][c:25]2[CH2:26][CH:27]1[NH:28][C:29]([CH3:30])=[O:31].[OH:1][N+:2]([O-:3])=[O:4].[S:12](=[O:13])(=[O:14])([OH:15])[OH:16]>>[O-:1][N+:2](=[O:4])[c:21]1[c:20]2[c:25]([cH:24][cH:23][cH:22]1)[CH2:26][CH:27]([NH:28][C:29]([CH3:30])=[O:31])[C:18](=[O:17])[NH:19]2. Reactants: ClC1=NC2=CC=CC=C2C(=N1)Cl (2,4-dichloroquinazoline), C(C)(C)S(=O)(=O)C1=C(N)C=CC=C1 (2-(isopropylsulfonyl)aniline), CN(C=O)C (N,N-dimethylformamide), [H-].[Na+] (sodium hydride). Solvent: oil, O (water). Conditions: time 30 minute. Product: ClC1=NC2=CC=CC=C2C(=N1)NC1=C(C=CC=C1)S(=O)(=O)C(C)C (2-chloro-N-[2-(isopropylsulfonyl)phenyl]quinazoline-4-amine). The yield is 82.0%. RXN SMILES: [CH:1]([S:4]([C:7]1[CH:13]=[CH:12][CH:11]=[CH:10][C:8]=1[NH2:9])(=[O:6])=[O:5])([CH3:3])[CH3:2].CN(C)C=O.[H-].[Na+].[Cl:21][C:22]1[N:31]=[C:30](Cl)[C:29]2[C:24](=[CH:25][CH:26]=[CH:27][CH:28]=2)[N:23]=1>O>[Cl:21][C:22]1[N:31]=[C:30]([NH:9][C:8]2[CH:10]=[CH:11][CH:12]=[CH:13][C:7]=2[S:4]([CH:1]([CH3:3])[CH3:2])(=[O:6])=[O:5])[C:29]2[C:24](=[CH:25][CH:26]=[CH:27][CH:28]=2)[N:23]=1 |f:2.3|. Procedure details: To a mixture of 2-(isopropylsulfonyl)aniline (450 mg) and N,N-dimethylformamide (10 mL), 55% sodium hydride in oil (200 mg) was added under ice cooling and stirred for 30 minutes, followed by addition of 2,4-dichloroquinazoline (500 mg). The reaction mixture was stirred for 30 minutes under ice cooling and further stirred overnight at room temperature. The reaction mixture was cooled on ice, diluted with water and then extracted with ethyl acetate. The organic layer was washed with water and sat... Starting materials: ClC1=C(NC=C1)C(=O)NC1=C(C=CC=C1)C (3-chloro-N-o-tolyl-1H-pyrrole-2-carboxamide), aqueous solution, [Cl-].[NH4+] (ammonium chloride), [OH-].[Na+] (sodium hydroxide), [OH-].[NH4+] (ammonium hydroxide), aqueous solution, Cl[O-].[Na+] (sodium hypochlorite). Reagents/catalysts: CCCCCCCC[N+](C)(CCCCCCCC)CCCCCCCC.[Cl-] (Aliquat 336). Run in C(C)OCC (diethyl ether), C(C)(C)(C)OC (methyl tert-butyl ether), C(C)(=O)OCC (ethyl acetate). The product is NN1C(=C(C=C1)Cl)C(=O)NC1=C(C=CC=C1)C (1-Amino-3-chloro-N-o-tolyl-1H-pyrrole-2-carboxamide). The yield is 86.0%. Reaction SMILES: [OH-].[Na+].[OH-].[NH4+:4].[Cl-].[NH4+].[Cl:7][C:8]1[CH:12]=[CH:11][NH:10][C:9]=1[C:13]([NH:15][C:16]1[CH:21]=[CH:20][CH:19]=[CH:18][C:17]=1[CH3:22])=[O:14].Cl[O-].[Na+]>CCCCCCCC[N+](CCCCCCCC)(CCCCCCCC)C.[Cl-].C(OCC)C.C(OC)(C)(C)C.C(OCC)(=O)C>[NH2:4][N:10]1[CH:11]=[CH:12][C:8]([Cl:7])=[C:9]1[C:13]([NH:15][C:16]1[CH:21]=[CH:20][CH:19]=[CH:18][C:17]=1[CH3:22])=[O:14] |f:0.1,2.3,4.5,7.8,9.10|. Reported procedure: In a 100 mL three-necked flask it was placed 11 mL of a 28% aqueous solution of sodium hydroxide, 4.1 mL of a 28% ammonium hydroxide solution, 1.23 g of ammonium chloride and 0.12 mL of Aliquat 336. Afterwards, a solution of 3-chloro-N-o-tolyl-1H-pyrrole-2-carboxamide (0.9 g, 3.84 mmol) in 30 mL of diethyl ether and 30 mL of methyl tert-butyl ether was added and placed at 0° C. affording a suspension. Over this suspension, a 10% aqueous solution of sodium hypochlorite (26 mL) was added drop wise... The reactants are C[O-], Cc1ccccc1, Cl, [Na+], CCOC(=O)CCN(C)C(=O)C(C)(C)C(=O)OCC. Product: CN1CCC(=O)C(C)(C)C1=O. RXN SMILES: [CH3:20][O-:21].[CH3:24][c:25]1[cH:26][cH:27][cH:28][cH:29][cH:30]1.[ClH:23].[Na+:22].[O:1]=[C:2]([C:3]([C:7]([O:8][CH2:15][CH3:17])=[O:18])([CH3:9])[CH3:10])[N:11]([CH2:12][CH2:13][C:14](=[O:6])[O:16][CH2:4][CH3:5])[CH3:19]>>[O:1]=[C:2]1[C:3]([CH3:9])([CH3:10])[C:14](=[O:16])[CH2:13][CH2:12][N:11]1[CH3:19]. Starting materials: Example 11 ( c ), hydrochloride salt, C(C)(C)(C)OC(=O)N1C=C(C=2C1=C(N=CC2C(NC2CCOCC2)=O)Cl)C (7-chloro-3-methyl-4-(tetrahydro-pyran-4-ylcarbamoyl)-pyrrolo[2,3-c]pyridine-1-carboxylic acid tert-butyl ester), N1CCOCC1 (morpholine). The solvent is CO (methanol). Product: Cl.O1CCC(CC1)NC(=O)C=1C2=C(C(=NC1)N1CCOCC1)NC=C2C (3-Methyl-7-morpholin-4-yl-1H-pyrrolo[2,3-c]pyridine-4-carboxylic acid (tetrahydro-pyran-4-yl)-amide hydrochloride salt). Reaction SMILES: C(OC([N:8]1[C:12]2=[C:13]([Cl:26])[N:14]=[CH:15][C:16]([C:17](=[O:25])[NH:18][CH:19]3[CH2:24][CH2:23][O:22][CH2:21][CH2:20]3)=[C:11]2[C:10]([CH3:27])=[CH:9]1)=O)(C)(C)C.[NH:28]1[CH2:33][CH2:32][O:31][CH2:30][CH2:29]1>CO>[ClH:26].[O:22]1[CH2:21][CH2:20][CH:19]([NH:18][C:17]([C:16]2[C:11]3[C:10]([CH3:27])=[CH:9][NH:8][C:12]=3[C:13]([N:28]3[CH2:33][CH2:32][O:31][CH2:30][CH2:29]3)=[N:14][CH:15]=2)=[O:25])[CH2:24][CH2:23]1 |f:3.4|. Procedure: Prepared in a similar manner to Example 11 (c) from 7-chloro-3-methyl-4-(tetrahydro-pyran-4-ylcarbamoyl)-pyrrolo[2,3-c]pyridine-1-carboxylic acid tert-butyl ester and morpholine (71 mg) except that the hydrochloride salt was formed using methanol instead of dichloromethane as solvent to give the title compound (40 mg). The reactants are C(=O)(OC(C)(C)C)N1CC(C1)=O (1-Boc-3-azetidinone), FC=1C=C(C=CC1)[Mg]Br (3-Fluorophenylmagnesiumbromide). Run in O1CCCC1 (tetrahydrofuran), [NH4+].[Cl-] (NH4Cl). Conditions: temperature 0 celsius. The product is FC=1C=C(C=CC1)C1(CN(C1)C(=O)OC(C)(C)C)O (tert-butyl 3-(3-fluorophenyl)-3-hydroxyazetidine-1-carboxylate). Isolated yield 105.8%. Reaction SMILES: [C:1]([N:8]1[CH2:11][C:10](=[O:12])[CH2:9]1)([O:3][C:4]([CH3:7])([CH3:6])[CH3:5])=[O:2].[F:13][C:14]1[CH:15]=[C:16]([Mg]Br)[CH:17]=[CH:18][CH:19]=1>O1CCCC1.[NH4+].[Cl-]>[F:13][C:14]1[CH:19]=[C:18]([C:10]2([OH:12])[CH2:11][N:8]([C:1]([O:3][C:4]([CH3:7])([CH3:6])[CH3:5])=[O:2])[CH2:9]2)[CH:17]=[CH:16][CH:15]=1 |f:3.4|. Reported procedure: 1-Boc-3-azetidinone (500 mg, 2.77 mmol, available from Aldrich #696315) was dissolved in dry tetrahydrofuran (20 ml) under N2 atmosphere. The solution obtained was cooled at 0° C. and 3-Fluorophenylmagnesiumbromide (1M in THF) (3.33 ml, 3.33 mmol) was added dropwise under stirring. The reaction was warmed to room temperature and stirred overnight. The reaction mixture was diluted with NH4Cl sat. sol. (50 ml) and the organics were extracted with ethylacetate (3×50 ml). Collected organics after so... Starting materials: C(C1=CC=CC=C1)OC=1C=C(C(=O)CCC(=O)O)C=CC1[N+](=O)[O-] (3-(3-benzyloxy-4-nitrobenzoyl)propionic acid), ferrous sulphate. The solvent is [OH-].[NH4+] (ammonium hydroxide), [OH-].[NH4+] (ammonium hydroxide). Product: NC1=C(C=C(C(=O)CCC(=O)O)C=C1)OCC1=CC=CC=C1 (3-(4-amino-3-benzyloxybenzoyl)propionic acid). Reaction SMILES: [CH2:1]([O:8][C:9]1[CH:10]=[C:11]([CH:19]=[CH:20][C:21]=1[N+:22]([O-])=O)[C:12]([CH2:14][CH2:15][C:16]([OH:18])=[O:17])=[O:13])[C:2]1[CH:7]=[CH:6][CH:5]=[CH:4][CH:3]=1>[OH-].[NH4+]>[NH2:22][C:21]1[CH:20]=[CH:19][C:11]([C:12]([CH2:14][CH2:15][C:16]([OH:18])=[O:17])=[O:13])=[CH:10][C:9]=1[O:8][CH2:1][C:2]1[CH:7]=[CH:6][CH:5]=[CH:4][CH:3]=1 |f:1.2|. Reported procedure: A solution of 3-(3-benzyloxy-4-nitrobenzoyl)propionic acid in 5N ammonium hydroxide was added to a well stirred boiling aqueous solution of ferrous sulphate. The pH was adjusted to 9 with concentrated ammonium hydroxide and the mixture was refluxed for 15 minutes. The filtrate was concentrated under reduced pressure and then neutralised with glacial acetic acid to give 3-(4-amino-3-benzyloxybenzoyl)propionic acid. Reactants: C(C)OC(=O)C1(CCNCC1)C1CCCCC1 (4-cyclohexyl-piperidine-4-carboxylic acid ethyl ester), [H-].[Al+3].[Li+].[H-].[H-].[H-] (lithium aluminum hydride). The solvent is O1CCCC1 (tetrahydrofuran). Conditions: time 1 hour. Product: C1(CCCCC1)C1(CCNCC1)CO ((4-cyclohexylpiperidin-4-yl)-methanol). RXN SMILES: [H-].[Al+3].[Li+].[H-].[H-].[H-].C([O:9][C:10]([C:12]1([CH:18]2[CH2:23][CH2:22][CH2:21][CH2:20][CH2:19]2)[CH2:17][CH2:16][NH:15][CH2:14][CH2:13]1)=O)C>O1CCCC1>[CH:18]1([C:12]2([CH2:10][OH:9])[CH2:13][CH2:14][NH:15][CH2:16][CH2:17]2)[CH2:19][CH2:20][CH2:21][CH2:22][CH2:23]1 |f:0.1.2.3.4.5|. Reported procedure: To a cooled (−5° C.) solution of lithium aluminum hydride (900 mL, 0.90 moles, 1.0M solution in THF) is added tetrahydrofuran (2000 mL) and 4-cyclohexyl-piperidine-4-carboxylic acid ethyl ester, 1, (59.5 g, 249 mmol). The resulting solution is stirred at between −5° C. and +3° C. for 1 hour and then allowed to warmed to room temperature and stir an additional sixty-six hours. The reaction is then re-cooled to 0° C. and carefully quenched with saturated ammonium chloride (100 mL). The reaction mi... Starting materials: NCC=CCOc1cc(CN2CCCCC2)ccn1, O=C(O)c1ccc[nH]1. Product: O=C(NCC=CCOc1cc(CN2CCCCC2)ccn1)c1ccc[nH]1. RXN SMILES: [N:1]1([CH2:7][c:8]2[cH:9][c:10]([O:14][CH2:15][CH:16]=[CH:17][CH2:18][NH2:19])[n:11][cH:12][cH:13]2)[CH2:2][CH2:3][CH2:4][CH2:5][CH2:6]1.[nH:20]1[c:21]([C:25](=[O:26])[OH:27])[cH:22][cH:23][cH:24]1>>[N:1]1([CH2:7][c:8]2[cH:9][c:10]([O:14][CH2:15][CH:16]=[CH:17][CH2:18][NH:19][C:25]([c:21]3[nH:20][cH:24][cH:23][cH:22]3)=[O:26])[n:11][cH:12][cH:13]2)[CH2:2][CH2:3][CH2:4][CH2:5][CH2:6]1.